Dataset: the Open Reaction Database (ORD), a public repository of structured organic reaction records. Task: describe an organic reaction: reactants, conditions, products, and yield Reactants: C(C)OC(CCCN(C)CCOC1=CC=C(C=C1)N1N=C2C=CC=CC2=C1Cl)=O (4-({2-[4-(3-Chloro-indazol-2-yl)-phenoxy]-ethyl}-methyl-amino)butyric acid ethyl ester), [OH-].[Na+] (NaOH). The solvent is CCO.O (EtOH water). Product: ClC=1N(N=C2C=CC=CC12)C1=CC=C(OCCN(CCCC(=O)O)C)C=C1 (4-({2-[4-(3-Chloro-indazol-2-yl)-phenoxy]-ethyl}-methyl-amino)butyric acid). Yield: 53.8%. As a reaction SMILES: C([O:3][C:4](=[O:29])[CH2:5][CH2:6][CH2:7][N:8]([CH2:10][CH2:11][O:12][C:13]1[CH:18]=[CH:17][C:16]([N:19]2[C:27]([Cl:28])=[C:26]3[C:21]([CH:22]=[CH:23][CH:24]=[CH:25]3)=[N:20]2)=[CH:15][CH:14]=1)[CH3:9])C.[OH-].[Na+]>CCO.O>[Cl:28][C:27]1[N:19]([C:16]2[CH:15]=[CH:14][C:13]([O:12][CH2:11][CH2:10][N:8]([CH3:9])[CH2:7][CH2:6][CH2:5][C:4]([OH:29])=[O:3])=[CH:18][CH:17]=2)[N:20]=[C:21]2[C:26]=1[CH:25]=[CH:24][CH:23]=[CH:22]2 |f:1.2,3.4|. Procedure details: A solution of this ester from step 1 (0.1 g, 0.23 mmol) and NaOH (20 mg, 0.47 mmol) in EtOH/water (1.1, 5 mL) was stirred at room temperature for 16 h. After the ethanol was removed, the aqueous solution was acidified with 10% HCl to pH=2, extracted with ethyl acetate. The combined organic phases were dried over Na2SO4 and concentrated. The crude material was triturated with ether to yield the title compound (48 mg, 50%); 1H NMR (400 MHz, DMSO) δ 9.01 (s, 1H), 8.01 (d, J=9.2 Hz, 2H), 7.76 (d, J=... Reactants: COC(=O)c1ccc(OCc2c(-c3ccc(F)cc3)noc2CO)nc1, C[Al](C)C, COCCN, C1COCCO1. Yields the product COCCNC(=O)c1ccc(OCc2c(-c3ccc(F)cc3)noc2CO)nc1. Reaction SMILES: [CH3:10][O:11][C:12]([c:13]1[cH:14][n:15][c:16]([O:19][CH2:20][c:21]2[c:22](-[c:28]3[cH:29][cH:30][c:31]([F:34])[cH:32][cH:33]3)[n:23][o:24][c:25]2[CH2:26][OH:27])[cH:17][cH:18]1)=[O:35].[CH3:1][Al:2]([CH3:3])[CH3:4].[CH3:5][O:6][CH2:7][CH2:8][NH2:9].[O:36]1[CH2:37][CH2:38][O:39][CH2:40][CH2:41]1>>[CH3:5][O:6][CH2:7][CH2:8][NH:9][C:12](=[O:11])[c:13]1[cH:14][n:15][c:16]([O:19][CH2:20][c:21]2[c:22](-[c:28]3[cH:29][cH:30][c:31]([F:34])[cH:32][cH:33]3)[n:23][o:24][c:25]2[CH2:26][OH:27])[cH:17][cH:18]1. Reactants: COc1cccc(CBr)c1, O=Cc1cc(Br)c(O)c(Br)c1, O=C([O-])[O-], CCO, [I-], [K+], [K+], [K+]. Yields the product COc1cccc(COc2c(Br)cc(C=O)cc2Br)c1. Reaction SMILES: [Br:12][CH2:13][c:14]1[cH:15][c:16]([O:20][CH3:21])[cH:17][cH:18][cH:19]1.[Br:1][c:2]1[cH:3][c:4]([CH:5]=[O:6])[cH:7][c:8]([Br:11])[c:9]1[OH:10].[C:22](=[O:23])([O-:24])[O-:25].[CH3:30][CH2:31][OH:32].[I-:29].[K+:26].[K+:27].[K+:28]>>[Br:1][c:2]1[cH:3][c:4]([CH:5]=[O:6])[cH:7][c:8]([Br:11])[c:9]1[O:10][CH2:13][c:14]1[cH:15][c:16]([O:20][CH3:21])[cH:17][cH:18][cH:19]1.